This data is from the Open Reaction Database (ORD), a public repository of structured organic reaction records. The task is: describe an organic reaction: reactants, conditions, products, and yield Reactants: COC=C(C(=O)OC)c1ccccc1CBr, CCCCCCCC, CC(C)Oc1nc(O)cc(C(F)(F)F)n1, O, CCOP(OCC)OCC, S. The product is COC=C(C(=O)OC)c1ccccc1COc1cc(C(F)(F)F)nc(OC(C)C)n1. Reaction SMILES: [CH3:26][O:27][CH:28]=[C:29]([C:30](=[O:31])[O:32][CH3:33])[c:34]1[c:35]([CH2:40][Br:41])[cH:36][cH:37][cH:38][cH:39]1.[CH3:43][CH2:44][CH2:45][CH2:46][CH2:47][CH2:48][CH2:49][CH3:50].[CH:1]([CH3:2])([CH3:3])[O:4][c:5]1[n:6][c:7]([C:12]([F:13])([F:14])[F:15])[cH:8][c:9]([OH:11])[n:10]1.[OH2:51].[P:16]([O:17][CH2:18][CH3:19])([O:20][CH2:21][CH3:22])[O:23][CH2:24][CH3:25].[SH2:42]>>[CH:1]([CH3:2])([CH3:3])[O:4][c:5]1[n:6][c:7]([C:12]([F:13])([F:14])[F:15])[cH:8][c:9]([O:11][CH2:40][c:35]2[c:34]([C:29](=[CH:28][O:27][CH3:26])[C:30](=[O:31])[O:32][CH3:33])[cH:39][cH:38][cH:37][cH:36]2)[n:10]1.